Dataset: the Open Reaction Database (ORD), a public repository of structured organic reaction records. Task: describe an organic reaction: reactants, conditions, products, and yield Reactants: CN(C(OC(C)(C)C)=O)CC1=C2C(=CN=C1)N(C=C2)COCC[Si](C)(C)C (tert-butyl methyl((1-((2-(trimethylsilyl)ethoxy)methyl)-1H-pyrrolo[2,3-c]pyridin-4-yl)methyl)carbamate). The solvent is C(Cl)Cl (DCM), C(=O)(C(F)(F)F)O (TFA). The product is CNCC1=C2C(=CN=C1)N(C=C2)COCC[Si](C)(C)C (N-methyl(1-((2-(trimethylsilyl)ethoxy)methyl)-1H-pyrrolo[2,3-c]pyridin-4-yl)methanamine). Yield: 76.4%. As a reaction SMILES: [CH3:1][N:2]([CH2:10][C:11]1[CH:16]=[N:15][CH:14]=[C:13]2[N:17]([CH2:20][O:21][CH2:22][CH2:23][Si:24]([CH3:27])([CH3:26])[CH3:25])[CH:18]=[CH:19][C:12]=12)C(=O)OC(C)(C)C>C(Cl)Cl.C(O)(C(F)(F)F)=O>[CH3:1][NH:2][CH2:10][C:11]1[CH:16]=[N:15][CH:14]=[C:13]2[N:17]([CH2:20][O:21][CH2:22][CH2:23][Si:24]([CH3:25])([CH3:27])[CH3:26])[CH:18]=[CH:19][C:12]=12. Reported procedure: A solution of tert-butyl methyl((1-((2-(trimethylsilyl)ethoxy)methyl)-1H-pyrrolo[2,3-c]pyridin-4-yl)methyl)carbamate (232 mg, 0.593 mmol) in DCM (20 mL) and TFA (10 mL) was stirred at RT for 3 h. The reaction mixture was quenched with water (100 mL) and extracted with DCM (50 mL×3). The combined extracts were dried (MgSO4), filtered, and concentrated under reduced pressure to afford 132 mg (76.4%) of N-methyl(1-((2-(trimethylsilyl)ethoxy)methyl)-1H-pyrrolo[2,3-c]pyridin-4-yl)methanamine as a yel... Reactants: CN1C(CC(C1NC)C=1C=C2C(=CN1)N(N=C2C2=CC=CC=C2)C2OCCCC2)=O (1-methyl-5-(methylamino)-4-(3-phenyl-1-(tetrahydro-2H-pyran-2-yl)-1H-pyrazolo[3,4-c]pyridin-5-yl)pyrrolidin-2-one), FC(C(=O)O)(F)F (trifluoroacetic acid). Reaction conditions: temperature 105 celsius, time 3 day. Yields the product CN1C(C=C(C1)C=1C=C2C(=CN1)NN=C2C2=CC=CC=C2)=O (1-methyl-4-(3-phenyl-1H-pyrazolo[3,4-c]pyridin-5-yl)-1H-pyrrol-2(5H)-one). The yield is 16.4%. Reaction SMILES: [CH3:1][N:2]1[CH:6](NC)[CH:5]([C:9]2[CH:10]=[C:11]3[C:17]([C:18]4[CH:23]=[CH:22][CH:21]=[CH:20][CH:19]=4)=[N:16][N:15](C4CCCCO4)[C:12]3=[CH:13][N:14]=2)[CH2:4][C:3]1=[O:30].FC(F)(F)C(O)=O>>[CH3:1][N:2]1[CH2:6][C:5]([C:9]2[CH:10]=[C:11]3[C:17]([C:18]4[CH:23]=[CH:22][CH:21]=[CH:20][CH:19]=4)=[N:16][NH:15][C:12]3=[CH:13][N:14]=2)=[CH:4][C:3]1=[O:30]. Reported procedure: A mixture of 1-methyl-5-(methylamino)-4-(3-phenyl-1-(tetrahydro-2H-pyran-2-yl)-1H-pyrazolo[3,4-c]pyridin-5-yl)pyrrolidin-2-one (34.3 mg, 0.084 mmol) and trifluoroacetic acid (3 mL) in a sealed high-pressure tube was stirred at 105° C. for 3 days. The reaction was cooled to RT and trifluoroacetic acid was removed via rotary evaporator. The resultant oil was diluted with ethyl acetate (30 mL). The organic layer was washed with aqueous saturated sodium bicarbonate solution (2×), water and brine, dr... Conditions: time 4 hour. As a reaction SMILES: CC(C(N)=O)[C:3]1[C:8]([C:9]([OH:11])=O)=[CH:7][C:6]([F:12])=[C:5]([Cl:13])[CH:4]=1.P(OC1C=CC=CC=1)(OC1C=CC=CC=1)OC1C=CC=CC=1.[CH2:39]([NH2:47])[CH2:40][C:41]1[CH:46]=[CH:45][CH:44]=[CH:43][CH:42]=1.[N:48]1C=C[CH:51]=[CH:50][CH:49]=1>C(OCC)(=O)C>[Cl:13][C:5]1[CH:4]=[C:3]2[C:8]([C:9](=[O:11])[N:47]([CH2:39][CH2:40][C:41]3[CH:46]=[CH:45][CH:44]=[CH:43][CH:42]=3)[C:49]([CH2:50][CH3:51])=[N:48]2)=[CH:7][C:6]=1[F:12]. The solvent is C(C)(=O)OCC (ethyl acetate). Yield: 27.2%. Starting materials: CC(C1=CC(=C(C=C1C(=O)O)F)Cl)C(=O)N (4-chloro-5-fluoro-2-(propionamide)benzoic acid), P(OC1=CC=CC=C1)(OC1=CC=CC=C1)OC1=CC=CC=C1 (triphenyl phosphite), N1=CC=CC=C1 (pyridine), C(CC1=CC=CC=C1)N (phenethylamine). The product is ClC1=C(C=C2C(N(C(=NC2=C1)CC)CCC1=CC=CC=C1)=O)F (7-chloro-2-ethyl-6-fluoro-3-phenethylquinazolin-4(3H)-one). Procedure: The crude solid (3 g) from step 3 above mixed with triphenyl phosphite (4 mL, 14.81 mmol) in pyridine (15 mL) was stirred at rt for 4 h. The mixture was added with phenethylamine (1.55 mL, 12.18 mmol), irradiated with microwave 250 W to refluxing for 15 min. The mixture was diluted with ethyl acetate (50 mL), washed with water (2×50 mL). The ethyl acetated solution was mixed with water (50 mL) and kept at rt to give solid form. The solution was filtered to give yellow solid title compound (1.1 g... The reactants are O (water), ClC1=C(C=CC(=C1)OC)C(C#N)C (2-(2-chloro-4-methoxy-phenyl)propionitrile), CI (methyliodide), [H-].[Na+] (Sodium hydride). As a reaction SMILES: [Cl:1][C:2]1[CH:7]=[C:6]([O:8][CH3:9])[CH:5]=[CH:4][C:3]=1[CH:10]([CH3:13])[C:11]#[N:12].[CH3:14]I.[H-].[Na+].O>CN(C=O)C>[Cl:1][C:2]1[CH:7]=[C:6]([O:8][CH3:9])[CH:5]=[CH:4][C:3]=1[C:10]([CH3:14])([CH3:13])[C:11]#[N:12] |f:2.3|. Reaction conditions: temperature 0 celsius, time 18 hour. Run in CN(C)C=O (DMF). Reported procedure: A solution of 2-(2-chloro-4-methoxy-phenyl)propionitrile (19 g, 0.097 mol) and methyliodide (7 mL, 0.11 mol) in dry DMF (100 mL) was flushed with argon for 2 min and cooled to 0° C. Sodium hydride (60% oil susp., 4.4 g, 0.11 mol) was added in small portions. The thick suspension was stirred for another 18 h at 25° C. and then poured into water (300 mL) and extracted with Et2O (3×100 mL). The organic phase was dried (Na2SO4) and the solvent was removed under reduced pressure leaving a yellow oil ... The product is ClC1=C(C=CC(=C1)OC)C(C#N)(C)C (2-(2-Chloro-4-methoxy-phenyl)-2-methyl-propionitrile). Starting materials: CCCc1c(C(C)=O)c2ccc(C(N)=O)cc2n1Cc1ccccc1Cl, CC(=O)[O-], CCO, Cl, NO, [Na+]. Yields the product CCCc1c(C(C)=NO)c2ccc(C(N)=O)cc2n1Cc1ccccc1Cl. As a reaction SMILES: [C:1]([CH3:2])(=[O:3])[c:4]1[c:5]([CH2:24][CH2:25][CH3:26])[n:6]([CH2:16][c:17]2[c:18]([Cl:23])[cH:19][cH:20][cH:21][cH:22]2)[c:7]2[cH:8][c:9]([C:13](=[O:14])[NH2:15])[cH:10][cH:11][c:12]12.[CH3:31][C:32](=[O:33])[O-:34].[CH3:35][CH2:36][OH:37].[ClH:27].[NH2:28][OH:29].[Na+:30]>>[C:1]([CH3:2])([c:4]1[c:5]([CH2:24][CH2:25][CH3:26])[n:6]([CH2:16][c:17]2[c:18]([Cl:23])[cH:19][cH:20][cH:21][cH:22]2)[c:7]2[cH:8][c:9]([C:13](=[O:14])[NH2:15])[cH:10][cH:11][c:12]12)=[N:28][OH:29]. The reactants are C1(=CC=CC=C1)S(=O)(=O)NC1=NC=C(C=C1I)SC (2-benzenesulfonylamino-5-methylthio-3-iodo-pyridine), C(#C)C1=NC=CC=C1 (2-ethynylpyridine), cuprous iodide, O (water). Reagents/catalysts: [Pd](Cl)Cl.C1(=CC=CC=C1)P(C1=CC=CC=C1)C1=CC=CC=C1.C1(=CC=CC=C1)P(C1=CC=CC=C1)C1=CC=CC=C1 (bis(triphenylphosphine) palladium(II) dichloride). Run in C(C)N(CC)CC (triethylamine). Conditions: temperature 100 celsius, time 1 hour. The product is C1(=CC=CC=C1)S(=O)(=O)N1C(=CC=2C1=NC=C(C2)SC)C2=NC=CC=C2 (1-benzenesulfonyl-5-methylthio-2-(2-pyridyl)-1H-pyrrolo[2,3-b]pyridine). Isolated yield 76.6%. As a reaction SMILES: [C:1]1([S:7]([NH:10][C:11]2[C:16](I)=[CH:15][C:14]([S:18][CH3:19])=[CH:13][N:12]=2)(=[O:9])=[O:8])[CH:6]=[CH:5][CH:4]=[CH:3][CH:2]=1.[C:20]([C:22]1[CH:27]=[CH:26][CH:25]=[CH:24][N:23]=1)#[CH:21].O>C(N(CC)CC)C.[Pd](Cl)Cl.C1(P(C2C=CC=CC=2)C2C=CC=CC=2)C=CC=CC=1.C1(P(C2C=CC=CC=2)C2C=CC=CC=2)C=CC=CC=1>[C:1]1([S:7]([N:10]2[C:11]3=[N:12][CH:13]=[C:14]([S:18][CH3:19])[CH:15]=[C:16]3[CH:21]=[C:20]2[C:22]2[CH:27]=[CH:26][CH:25]=[CH:24][N:23]=2)(=[O:9])=[O:8])[CH:6]=[CH:5][CH:4]=[CH:3][CH:2]=1 |f:4.5.6|. Procedure details: A suspension of the compound obtained in Example 5 (1) (100 mg), 2-ethynylpyridine (30.4 mg), bis(triphenylphosphine) palladium(II) dichloride (17.3 mg) and cuprous iodide (4.7 mg) in triethylamine (2.5 ml) was stirred in a sealed tube at 100° C. for 1 hour. After completion of the reaction, the reaction suspension was poured into water, extracted with methylene chloride, washed with a saturated aqueous NaCl solution, dried over anhydrous sodium sulfate, filtered and concentrated under reduced p...